This data is from the Open Reaction Database (ORD), a public repository of structured organic reaction records. The task is: describe an organic reaction: reactants, conditions, products, and yield The reactants are NC1=CC(CC(C1)C1=C(C=CC(=C1)C)C)=O (1-amino-5-(2,5-dimethylphenyl)cyclohexen-3-one), [OH-].[K+] (potassium hydroxide), [OH-].[K+] (potassium hydroxide). Run in C(C)O (ethanol), C1(=CC=CC=C1)C (toluene). Product: CC1=C(C=C(C=C1)C)C1CC(C=2C(=CC=NC2C1)C)=O (7-(2,5-dimethylphenyl)-4-methyl-5,6,7,8-tetrahydroquinolin-5-one). As a reaction SMILES: [NH2:1][C:2]1[CH2:7][CH:6]([C:8]2[CH:13]=[C:12]([CH3:14])[CH:11]=[CH:10][C:9]=2[CH3:15])[CH2:5][C:4](=[O:16])[CH:3]=1.[OH-].[K+]>C(O)C.C1(C)C=CC=CC=1>[CH3:15][C:9]1[CH:10]=[CH:11][C:12]([CH3:14])=[CH:13][C:8]=1[CH:6]1[CH2:7][C:2]2[N:1]=[CH:7][CH:2]=[C:3]([CH3:4])[C:3]=2[C:4](=[O:16])[CH2:5]1 |f:1.2|. Reported procedure: In a mixture of ethanol (35 ml) and toluene (90 ml) was dissolved 1-amino-5-(2,5-dimethylphenyl)cyclohexen-3-one (1.7 g), and to the solution were added 3-oxobutylaldehydedimethylacetal (2.66 g) and granulated potassium hydroxide (440 mg). The mixture was stirred at 115° C. (bath temperature), and to the mixture was added granulated potassium hydroxide (90 mg), 30 minutes later; 1 hour later; and 1.5 hours, respectively. The reaction solution was stirred at the same temperature for 1 hour and co... Reaction conditions: temperature 115 celsius. Yield: 130.8%. The reactants are C(C)OC(C1=CC=C(C=C1)Br)OCC (4-bromobenzaldehyde diethylacetal), [Mg] (magnesium), 560(1960)]in, CC1=C(C=NC=C1)C=O (4-methyl-3-formylpyridine). The solvent is O1CCCC1 (tetrahydrofuran), O1CCCC1 (tetrahydrofuran), O1CCCC1 (tetrahydrofuran). Conditions: time 10 minute. Yields the product C(C)OC(C1=CC=C(C=C1)C(O)C=1C=NC=CC1C)OCC (4-[(4-Methyl-3-pyridyl)hydroxymethyl]benzaldehyde diethylacetal). The yield is 58.3%. Reaction SMILES: [CH2:1]([O:3][CH:4]([O:12][CH2:13][CH3:14])[C:5]1[CH:10]=[CH:9][C:8](Br)=[CH:7][CH:6]=1)[CH3:2].[Mg].[CH3:16][C:17]1[CH:22]=[CH:21][N:20]=[CH:19][C:18]=1[CH:23]=[O:24]>O1CCCC1>[CH2:1]([O:3][CH:4]([O:12][CH2:13][CH3:14])[C:5]1[CH:10]=[CH:9][C:8]([CH:23]([C:18]2[CH:19]=[N:20][CH:21]=[CH:22][C:17]=2[CH3:16])[OH:24])=[CH:7][CH:6]=1)[CH3:2]. Procedure: Under an atmosphere of nitrogen, a solution of 900 mg of 4-bromobenzaldehyde diethylacetal in 1.8 ml of tetrahydrofuran was added dropwise to 83 mg of magnesium at 50° C. to 60° C., and the mixture was stirred at that temperature for 10 minutes, and then diluted with 2 ml of tetrahydrofuran. The solution, thus obtained, was added dropwise to a solution of 280 mg of 4-methyl-3-formylpyridine [prepared as described in J. Org. Chem., 25, 560(1960)]in 7 ml of tetrahydrofuran at 0° C., and the mixtur...